This data is from the Open Reaction Database (ORD), a public repository of structured organic reaction records. The task is: describe an organic reaction: reactants, conditions, products, and yield Reactants: Cl.O=C1CCC=2C=C(C=NC2N1)/C=C/C(=O)O ((2E)-3-(7-oxo-5,6,7,8-tetrahydro-1,8-naphthyridin-3-yl)acrylic acid hydrochloride), Cl.N1CC(C1)OCC=1SC=CN1 (2-[(Azetidin-3-yloxy)methyl]-1,3-thiazole hydrochloride), CCN(C(C)C)C(C)C (DIPEA), CCN=C=NCCCN(C)C (EDAC). The reagents and catalysts are CN(C)C=1C=CN=CC1 (DMAP). Solvent: CN(C)C=O (DMF). Reaction conditions: time 8 hour. The product is O=C(/C=C/C=1C=C2CCC(NC2=NC1)=O)N1CC(C1)OCC=1SC=CN1 (6-{(1E)-3-Oxo-3-[3-(1,3-thiazol-2-ylmethoxy)azetidin-1-yl]prop-1-en-1-yl}-3,4-dihydro-1,8-naphthyridin-2(1H)-one). Yield: 23.6%. RXN SMILES: Cl.[O:2]=[C:3]1[NH:12][C:11]2[N:10]=[CH:9][C:8](/[CH:13]=[CH:14]/[C:15]([OH:17])=O)=[CH:7][C:6]=2[CH2:5][CH2:4]1.Cl.[NH:19]1[CH2:22][CH:21]([O:23][CH2:24][C:25]2[S:26][CH:27]=[CH:28][N:29]=2)[CH2:20]1.CCN(C(C)C)C(C)C.CCN=C=NCCCN(C)C>CN(C1C=CN=CC=1)C.CN(C=O)C>[O:17]=[C:15]([N:19]1[CH2:22][CH:21]([O:23][CH2:24][C:25]2[S:26][CH:27]=[CH:28][N:29]=2)[CH2:20]1)/[CH:14]=[CH:13]/[C:8]1[CH:7]=[C:6]2[C:11](=[N:10][CH:9]=1)[NH:12][C:3](=[O:2])[CH2:4][CH2:5]2 |f:0.1,2.3|. Procedure details: A 16 mL vial flask was successively charged with (2E)-3-(7-oxo-5,6,7,8-tetrahydro-1,8-naphthyridin-3-yl)acrylic acid hydrochloride (60 mg, 0.24 mmol), DMF (5.8 mL), 2-[(azetidin-3-yloxy)methyl]-1,3-thiazole hydrochloride (99 mg, 0.48 mmol; which may be prepared as described in Step 3), DIPEA (119 μL, 0.72 mmol), DMAP (2.4 mg, 0.02 mmol) and EDAC (56 mg, 0.29 mmol). The reaction mixture was stirred at room temperature overnight and concentrated to dryness. The residue was precipitated in methanol... Starting materials: [BH4-], CCCCCC(=O)C=CC1CCC(=O)N1CC=CCOCC(=O)OCC, CCOC(C)=O, CCO, CO, Cl, [Na+]. Yields the product CCCCCC(O)C=CC1CCC(=O)N1CC=CCOCC(=O)OCC. RXN SMILES: [BH4-:27].[CH2:1]([CH3:2])[O:3][C:4]([CH2:5][O:6][CH2:7][CH:8]=[CH:9][CH2:10][N:11]1[C:12](=[O:25])[CH2:13][CH2:14][CH:15]1[CH:16]=[CH:17][C:18]([CH2:19][CH2:20][CH2:21][CH2:22][CH3:23])=[O:24])=[O:26].[CH3:30][CH2:31][O:32][C:33](=[O:34])[CH3:35].[CH3:36][CH2:37][OH:38].[CH3:39][OH:40].[ClH:29].[Na+:28]>>[CH2:1]([CH3:2])[O:3][C:4]([CH2:5][O:6][CH2:7][CH:8]=[CH:9][CH2:10][N:11]1[C:12](=[O:25])[CH2:13][CH2:14][CH:15]1[CH:16]=[CH:17][CH:18]([CH2:19][CH2:20][CH2:21][CH2:22][CH3:23])[OH:24])=[O:26]. Reactants: COC1=CC=C(CN(C2=NC=C(C=N2)C=2C3=C(N=C(N2)N2CCOCC2)N(CC3)C(=O)NCCC(=O)O)CC3=CC=C(C=C3)OC)C=C1 (3-[(4-{2-[bis-(4-methoxy-benzyl)-amino]-pyrimidin-5-yl}-2-morpholin-4-yl-5,6-dihydro-pyrrolo[2,3-d]pyrimidine-7-carbonyl)-amino]-propionic acid), [Cl-].[NH4+] (ammonium chloride), C(C)N(C(C)C)C(C)C (N-ethyldiisopropylamine), C=1C=CC2=C(C1)N=NN2O (HOBt). Run in CN(C)C=O (DMF), O (water). Run at temperature 80 celsius, time 3 hour. The product is crude product, C(N)(=O)CCNC(=O)N1CCC2=C1N=C(N=C2C=2C=NC(=NC2)N(CC2=CC=C(C=C2)OC)CC2=CC=C(C=C2)OC)N2CCOCC2 (4-{2-[Bis-(4-methoxy-benzyl)-amino]-pyrimidin-5-yl}-2-morpholin-4-yl-5,6-dihydro-pyrrolo[2,3-d]pyrimidine-7-carboxylic acid (2-carbamoyl-ethyl)-amide). The yield is 84.0%. As a reaction SMILES: [CH3:1][O:2][C:3]1[CH:48]=[CH:47][C:6]([CH2:7][N:8]([CH2:38][C:39]2[CH:44]=[CH:43][C:42]([O:45][CH3:46])=[CH:41][CH:40]=2)[C:9]2[N:14]=[CH:13][C:12]([C:15]3[C:16]4[CH2:29][CH2:28][N:27]([C:30]([NH:32][CH2:33][CH2:34][C:35]([OH:37])=O)=[O:31])[C:17]=4[N:18]=[C:19]([N:21]4[CH2:26][CH2:25][O:24][CH2:23][CH2:22]4)[N:20]=3)=[CH:11][N:10]=2)=[CH:5][CH:4]=1.[Cl-].[NH4+].C([N:53](C(C)C)C(C)C)C.C1C=CC2N(O)N=NC=2C=1>O.CN(C=O)C>[C:35]([CH2:34][CH2:33][NH:32][C:30]([N:27]1[C:17]2[N:18]=[C:19]([N:21]3[CH2:22][CH2:23][O:24][CH2:25][CH2:26]3)[N:20]=[C:15]([C:12]3[CH:11]=[N:10][C:9]([N:8]([CH2:38][C:39]4[CH:44]=[CH:43][C:42]([O:45][CH3:46])=[CH:41][CH:40]=4)[CH2:7][C:6]4[CH:5]=[CH:4][C:3]([O:2][CH3:1])=[CH:48][CH:47]=4)=[N:14][CH:13]=3)[C:16]=2[CH2:29][CH2:28]1)=[O:31])(=[O:37])[NH2:53] |f:1.2|. Procedure: To a DMF solution (1 ml) of 3-[(4-{2-[bis-(4-methoxy-benzyl)-amino]-pyrimidin-5-yl}-2-morpholin-4-yl-5,6-dihydro-pyrrolo[2,3-d]pyrimidine-7-carbonyl)-amino]-propionic acid (40 mg) obtained in Step A, ammonium chloride (6.5 mg), N-ethyldiisopropylamine (53 μl), HOBt (8.3 mg) and WSCI (17.6 mg) were added, followed by stirring at 80° C. for 3 hours. To this, water was added and the resulting solid was filtered, to obtain a crude product of the desired compound (33.5 mg, 84%). Conditions: time 30 minute. RXN SMILES: [C:1]([O:5][C:6]([N:8]1[CH2:13][CH2:12][N:11]([CH:14]([CH:21]2[CH2:26][CH2:25][CH2:24][CH2:23][CH2:22]2)[CH2:15][NH:16][CH2:17][CH:18]([CH3:20])[CH3:19])[CH2:10][CH2:9]1)=[O:7])([CH3:4])([CH3:3])[CH3:2].[CH3:27][S:28](Cl)(=[O:30])=[O:29]>C(Cl)Cl>[C:1]([O:5][C:6]([N:8]1[CH2:9][CH2:10][N:11]([CH:14]([CH:21]2[CH2:22][CH2:23][CH2:24][CH2:25][CH2:26]2)[CH2:15][N:16]([CH2:17][CH:18]([CH3:20])[CH3:19])[S:28]([CH3:27])(=[O:30])=[O:29])[CH2:12][CH2:13]1)=[O:7])([CH3:3])([CH3:4])[CH3:2]. Starting materials: C(C)(C)(C)OC(=O)N1CCN(CC1)C(CNCC(C)C)C1CCCCC1 (4-(1-Cyclohexyl-2-isobutylamino-ethyl)-piperazine-1-carboxylic acid tert-butyl ester), TEA, CS(=O)(=O)Cl (methanesulfonyl chloride). Solvent: C(Cl)Cl (CH2Cl2), C(Cl)Cl (CH2Cl2). The product is C(C)(C)(C)OC(=O)N1CCN(CC1)C(CN(S(=O)(=O)C)CC(C)C)C1CCCCC1 (4-[1-Cyclohexyl-2-(isobutyl-methanesulfonyl-amino)-ethyl]-piperazine-1-carboxylic acid tert-butyl ester). Procedure details: To a solution of the product from Step II (450 mg, 1.2 mmol) in CH2Cl2 (5 mL) was added TEA (0.35 mL, 2.44 mmol) and methanesulfonyl chloride (0.14 mL, 1.83 mmol). After stirring was 30 min at 23° C. the reaction was diluted with CH2Cl2 and washed with brine, dried (Na2SO4), and evaporated to give the title product as an oil. MS m/z 446.3 (M++1).